Dataset: the Open Reaction Database (ORD), a public repository of structured organic reaction records. Task: describe an organic reaction: reactants, conditions, products, and yield The reactants are CCCO, CON, Cl, O, Cc1ccc(C)c(OCc2ccccc2C(=O)c2ccon2)c1. Product: CON=C(c1ccon1)c1ccccc1COc1cc(C)ccc1C. Reaction SMILES: [CH2:1]([OH:2])[CH2:3][CH3:4].[CH3:6][O:7][NH2:8].[ClH:5].[OH2:32].[o:9]1[n:10][c:11]([C:14](=[O:15])[c:16]2[c:17]([CH2:22][O:23][c:24]3[c:25]([CH3:31])[cH:26][cH:27][c:28]([CH3:30])[cH:29]3)[cH:18][cH:19][cH:20][cH:21]2)[cH:12][cH:13]1>>[CH3:6][O:7][N:8]=[C:14]([c:11]1[n:10][o:9][cH:13][cH:12]1)[c:16]1[c:17]([CH2:22][O:23][c:24]2[c:25]([CH3:31])[cH:26][cH:27][c:28]([CH3:30])[cH:29]2)[cH:18][cH:19][cH:20][cH:21]1. Starting materials: Cl (hydrochloric acid), 24, C1(CCCCC1)C(CCC)N1C=NC=C1C(=O)OC (methyl 1-(1-cyclohexylbutyl)-1H-imidazole-5-carboxylate), [OH-].[Na+] (sodium hydroxide). Solvent: O (water), O (water). Yields the product 12.8, C1(CCCCC1)C(CCC)N1C=NC=C1C(=O)O (1-(1-cyclohexylbutyl)-1H-imidazole-5-carboxylic acid). Yield: 64.7%. As a reaction SMILES: [CH:1]1([CH:7]([N:11]2[C:15]([C:16]([O:18]C)=[O:17])=[CH:14][N:13]=[CH:12]2)[CH2:8][CH2:9][CH3:10])[CH2:6][CH2:5][CH2:4][CH2:3][CH2:2]1.[OH-].[Na+].Cl>O>[CH:1]1([CH:7]([N:11]2[C:15]([C:16]([OH:18])=[O:17])=[CH:14][N:13]=[CH:12]2)[CH2:8][CH2:9][CH3:10])[CH2:6][CH2:5][CH2:4][CH2:3][CH2:2]1 |f:1.2|. Reported procedure: A solution of 24 parts of methyl 1-(1-cyclohexylbutyl)-1H-imidazole-5-carboxylate in 50 parts of a sodium hydroxide solution 50% and 50 parts of water was stirred for 1.5 hours at reflux temperature. After cooling, the mixture was poured into 500 parts of water and the whole was neutralized with concentrated hydrochloric acid. The precipitated product was filtered off and dried, yielding 12.8 parts (64.7%) of 1-(1-cyclohexylbutyl)-1H-imidazole-5-carboxylic acid; mp. 201.7° C. (compound 27).